From a dataset of the Open Reaction Database (ORD), a public repository of structured organic reaction records. describe an organic reaction: reactants, conditions, products, and yield Starting materials: solution, Cl (HCl), C1(=CC=CC=C1)NS(=O)(=O)C1=CC=C(C=C1)NC(C)=O (N-[4-[(phenylamino)sulfonyl]phenyl]acetamide). Solvent: C(C)O (ethanol). Run at time 1 hour. Product: NC1=CC=C(C=C1)S(=O)(=O)NC1=CC=CC=C1 (4-amino-N-phenyl-benzenesulfonamide). RXN SMILES: Cl.[C:2]1([NH:8][S:9]([C:12]2[CH:17]=[CH:16][C:15]([NH:18]C(=O)C)=[CH:14][CH:13]=2)(=[O:11])=[O:10])[CH:7]=[CH:6][CH:5]=[CH:4][CH:3]=1>C(O)C>[NH2:18][C:15]1[CH:16]=[CH:17][C:12]([S:9]([NH:8][C:2]2[CH:7]=[CH:6][CH:5]=[CH:4][CH:3]=2)(=[O:11])=[O:10])=[CH:13][CH:14]=1. Procedure: An aqueous 6N solution of HCl (40 mL) was cautiously added with stirring to a solution of 3 (20 g, 68 mmol) in ethanol (80 mL). After heating under reflux for 3 h, the reaction mixture was evaporated to dryness in vacuo and the residue was dissolved in water. The pH of the solution was adjusted to 8-9 using 1N aq. NH4OH. After stirring for 1 h, the white solid that gradually precipitated was collected by filtration. The filter cake was washed with ice-cold water, dried under vacuum, and recrysta... Starting materials: Cl.[N+](=O)([O-])C=1C(=NC=CC1)NC1=C(C=CC=C1)C(=O)C1=CC=CC=C1 ([2-[(3-nitro-2-pyridinyl)amino]phenyl]phenylmethanone hydrochloride), CN(CCCCl)C (3-dimethylaminopropyl chloride), [Cl-].C(CCCCCCC)(=O)[NH+](C(CCCCCCC)=O)C(CCCCCCC)=O (tricaprylyl ammonium chloride), [OH-].[Na+] (sodium hydroxide). Solvent: O (water), C(Cl)Cl (methylene chloride). Yields the product CN(CCCN(C1=C(C=CC=C1)C(=O)C1=CC=CC=C1)C1=NC=CC=C1[N+](=O)[O-])C ([2-[[3-(Dimethylamino)propyl](3-nitro-2-pyridinyl)amino]phenyl]phenylmethanone). RXN SMILES: Cl.[N+:2]([C:5]1[C:6]([NH:11][C:12]2[CH:17]=[CH:16][CH:15]=[CH:14][C:13]=2[C:18]([C:20]2[CH:25]=[CH:24][CH:23]=[CH:22][CH:21]=2)=[O:19])=[N:7][CH:8]=[CH:9][CH:10]=1)([O-:4])=[O:3].[CH3:26][N:27]([CH3:32])[CH2:28][CH2:29][CH2:30]Cl.[Cl-].C([NH+](C(=O)CCCCCCC)C(=O)CCCCCCC)(=O)CCCCCCC.[OH-].[Na+]>O.C(Cl)Cl>[CH3:26][N:27]([CH3:32])[CH2:28][CH2:29][CH2:30][N:11]([C:6]1[C:5]([N+:2]([O-:4])=[O:3])=[CH:10][CH:9]=[CH:8][N:7]=1)[C:12]1[CH:17]=[CH:16][CH:15]=[CH:14][C:13]=1[C:18]([C:20]1[CH:25]=[CH:24][CH:23]=[CH:22][CH:21]=1)=[O:19] |f:0.1,3.4,5.6|. Procedure: A mixture of 3.6 g (0.01 mole) of [2-[(3-nitro-2-pyridinyl)amino]phenyl]phenylmethanone hydrochloride, 4.7 g (0.03 mole) of 3-dimethylaminopropyl chloride, 0.1 g of tricaprylyl ammonium chloride, 16 g (0.20 moles) of 50% aqueous sodium hydroxide, 25 ml methylene chloride, and 5 ml water was refluxed for 27 hrs. Chemical ionization mass spectroscopy analysis indicated the product was mainly the title compound. The mixture was cooled and diluted with methylenechloride-water mixture. The aqueous la... Solvent: C1CCOC1 (THF). Procedure: To a solution of {3-[3-(2-methoxy-phenyl)-1-(2-trimethylsilanyl-ethoxymethyl)-1H-pyrazolo[3,4-b]pyridin-5-yl]-phenyl}-acetic acid (100 mg, 0.19 mmol), dimethylamine (2 N solution in THF, 0.19 mL, 0.38 mmol), diisopropylethylamine (49 mg, 0.38 mmol) in THF was added O-(7-azabenzotriazol-1-yl)-N,N,N′,N′,-tetramethyluromiumhexafluorophosphate (110 mg, 0.29 mmol). The resulting suspension was heated to 60° C. with stirring till the O-(7-azabenzotriazol-1-yl)-N,N,N′N′-tetramethyluromiumhexafluorophos... Reaction SMILES: [CH3:1][O:2][C:3]1[CH:8]=[CH:7][CH:6]=[CH:5][C:4]=1[C:9]1[C:17]2[C:12](=[N:13][CH:14]=[C:15]([C:18]3[CH:19]=[C:20]([CH2:24][C:25]([OH:27])=O)[CH:21]=[CH:22][CH:23]=3)[CH:16]=2)[N:11]([CH2:28][O:29][CH2:30][CH2:31][Si:32]([CH3:35])([CH3:34])[CH3:33])[N:10]=1.[CH3:36][NH:37][CH3:38].C(N(C(C)C)CC)(C)C>C1COCC1>[CH3:1][O:2][C:3]1[CH:8]=[CH:7][CH:6]=[CH:5][C:4]=1[C:9]1[C:17]2[C:12](=[N:13][CH:14]=[C:15]([C:18]3[CH:19]=[C:20]([CH2:24][C:25]([N:37]([CH3:38])[CH3:36])=[O:27])[CH:21]=[CH:22][CH:23]=3)[CH:16]=2)[N:11]([CH2:28][O:29][CH2:30][CH2:31][Si:32]([CH3:35])([CH3:34])[CH3:33])[N:10]=1. Reaction conditions: temperature 60 celsius. The reactants are O-(7-azabenzotriazol-1-yl)-N,N,N′N′-tetramethyluromiumhexafluorophosphate, COC1=C(C=CC=C1)C1=NN(C2=NC=C(C=C21)C=2C=C(C=CC2)CC(=O)O)COCC[Si](C)(C)C ({3-[3-(2-methoxy-phenyl)-1-(2-trimethylsilanyl-ethoxymethyl)-1H-pyrazolo[3,4-b]pyridin-5-yl]-phenyl}-acetic acid), CNC (dimethylamine), C(C)(C)N(CC)C(C)C (diisopropylethylamine). The product is COC1=C(C=CC=C1)C1=NN(C2=NC=C(C=C21)C=2C=C(C=CC2)CC(=O)N(C)C)COCC[Si](C)(C)C (2-{3-[3-(2-Methoxy-phenyl)-1-(2-trimethylsilanyl-ethoxymethyl)-1H-pyrazolo[3,4-b]pyridin-5-yl]-phenyl}-N,N-dimethyl-acetamide).